From a dataset of the Open Reaction Database (ORD), a public repository of structured organic reaction records. describe an organic reaction: reactants, conditions, products, and yield The reactants are CC(C)(C)c1cc(CCl)cc(C(C)(C)C)c1O, CC(C)=O, c1ccncc1. Yields the product CC(C)(C)c1cc(C[n+]2ccccc2)cc(C(C)(C)C)c1O, [Cl-]. Reaction SMILES: [C:1]([CH3:2])([CH3:3])([CH3:4])[c:5]1[cH:6][c:7]([CH2:8][Cl:9])[cH:10][c:11]([C:14]([CH3:15])([CH3:16])[CH3:17])[c:12]1[OH:13].[CH3:24][C:25](=[O:26])[CH3:27].[cH:18]1[cH:19][cH:20][n:21][cH:22][cH:23]1>>[C:1]([CH3:2])([CH3:3])([CH3:4])[c:5]1[cH:6][c:7]([CH2:8][n+:21]2[cH:20][cH:19][cH:18][cH:23][cH:22]2)[cH:10][c:11]([C:14]([CH3:15])([CH3:16])[CH3:17])[c:12]1[OH:13].[Cl-:9].